This data is from the Open Reaction Database (ORD), a public repository of structured organic reaction records. The task is: describe an organic reaction: reactants, conditions, products, and yield The reactants are NC=1C=CC(=C(C1)[C@]1(N=C(OC[C@@H]1F)N)C)F ((4R,5R)-4-(5-amino-2-fluoro-phenyl)-5-fluoro-4-methyl-5,6-dihydro-4H-[1,3]oxazin-2-ylamine), FC(COC=1C=CC(=NC1)C(=O)O)(C(F)F)F (5-(2,2,3,3-tetrafluoro-propoxy)-pyridine-2-carboxylic acid). The product is NC=1OC[C@@H]([C@@](N1)(C)C=1C=C(C=CC1F)NC(=O)C1=NC=C(C=C1)OCC(C(F)F)(F)F)F (5-(2,2,3,3-Tetrafluoro-propoxy)-pyridine-2-carboxylic acid [3-((4R,5R)-2-amino-5-fluoro-4-methyl-5,6-dihydro-4H-[1,3]oxazin-4-yl)-4-fluoro-phenyl]-amide). Reaction SMILES: [NH2:1][C:2]1[CH:3]=[CH:4][C:5]([F:17])=[C:6]([C@:8]2([CH3:16])[C@@H:13]([F:14])[CH2:12][O:11][C:10]([NH2:15])=[N:9]2)[CH:7]=1.[F:18][C:19]([F:34])([CH:31]([F:33])[F:32])[CH2:20][O:21][C:22]1[CH:23]=[CH:24][C:25]([C:28](O)=[O:29])=[N:26][CH:27]=1>>[NH2:15][C:10]1[O:11][CH2:12][C@H:13]([F:14])[C@:8]([C:6]2[CH:7]=[C:2]([NH:1][C:28]([C:25]3[CH:24]=[CH:23][C:22]([O:21][CH2:20][C:19]([F:34])([F:18])[CH:31]([F:33])[F:32])=[CH:27][N:26]=3)=[O:29])[CH:3]=[CH:4][C:5]=2[F:17])([CH3:16])[N:9]=1. Reported procedure: The condensation of (4R,5R)-4-(5-amino-2-fluoro-phenyl)-5-fluoro-4-methyl-5,6-dihydro-4H-[1,3]oxazin-2-ylamine (intermediate A8.2) and 5-(2,2,3,3-tetrafluoro-propoxy)-pyridine-2-carboxylic acid following procedure I yielded the title compound as a white foam. MS (ISP): m/z=477.1 [M+H]+. Starting materials: Cc1ccc(S(=O)(=O)OCC2CCCN2C(=O)OC(C)(C)C)cc1, [H-], [Na+], CN(C)C=O, O=C(Cc1ccccc1)c1ccc(O)cc1. Yields the product CC(C)(C)OC(=O)N1CCCC1COc1ccc(C(=O)Cc2ccccc2)cc1. Reaction SMILES: [C:19]([CH3:20])([CH3:21])([CH3:22])[O:23][C:24](=[O:25])[N:26]1[CH:27]([CH2:31][O:32][S:33]([c:34]2[cH:35][cH:36][c:37]([CH3:38])[cH:39][cH:40]2)(=[O:41])=[O:42])[CH2:28][CH2:29][CH2:30]1.[H-:18].[Na+:17].[O:43]=[CH:44][N:45]([CH3:46])[CH3:47].[OH:1][c:2]1[cH:3][cH:4][c:5]([C:8](=[O:9])[CH2:10][c:11]2[cH:12][cH:13][cH:14][cH:15][cH:16]2)[cH:6][cH:7]1>>[O:1]([c:2]1[cH:3][cH:4][c:5]([C:8](=[O:9])[CH2:10][c:11]2[cH:12][cH:13][cH:14][cH:15][cH:16]2)[cH:6][cH:7]1)[CH2:31][CH:27]1[N:26]([C:24]([O:23][C:19]([CH3:20])([CH3:21])[CH3:22])=[O:25])[CH2:30][CH2:29][CH2:28]1. Reactants: C(=O)C1=C(C=C(OCCCCC(=O)OCC)C=C1OC)OC (ethyl 5-(4-formyl-3,5-dimethoxyphenoxy)valerate), [OH-].[Na+] (sodium hydroxide). Solvent: CO (methanol). Run at time 2 hour. Product: C(=O)C1=C(C=C(OCCCCC(=O)O)C=C1OC)OC (5-(4-formyl-3,5-dimethoxyphenoxy)valeric acid). Isolated yield 77.4%. RXN SMILES: [CH:1]([C:3]1[C:18]([O:19][CH3:20])=[CH:17][C:6]([O:7][CH2:8][CH2:9][CH2:10][CH2:11][C:12]([O:14]CC)=[O:13])=[CH:5][C:4]=1[O:21][CH3:22])=[O:2].[OH-].[Na+]>CO>[CH:1]([C:3]1[C:4]([O:21][CH3:22])=[CH:5][C:6]([O:7][CH2:8][CH2:9][CH2:10][CH2:11][C:12]([OH:14])=[O:13])=[CH:17][C:18]=1[O:19][CH3:20])=[O:2] |f:1.2|. Reported procedure: To a solution of ethyl 5-(4-formyl-3,5-dimethoxyphenoxy)valerate (37 g, 119 mmol) in methanol (200 mL) was added 4 N sodium hydroxide (200 mL) and the mixture was stirred for 2 h. The methanol was removed in vacuo, water (100 mL) was added and the mixture was washed with ethyl acetate (100 mL) and dichloromethane (2×100 mL). The aqueous layer was acidified with 12 N hydrochloric acid until pH˜3 and extracted with ethyl acetate (2×200 mL). The combined organic layers were washed with brine (2×50 ... Starting materials: ClC1=C(C(=O)O)C(=CC(=C1)C)Cl (2,6-dichloro-4methylbenzoic acid), CN(C=O)C (dimethylformamide), S(=O)(Cl)Cl (thionyl chloride). Product: ClC1=C(C(=O)Cl)C(=CC(=C1)C)Cl (2,6-dichloro-4-methylbenzoyl chloride). Isolated yield 109.0%. Reaction SMILES: [Cl:1][C:2]1[CH:10]=[C:9]([CH3:11])[CH:8]=[C:7]([Cl:12])[C:3]=1[C:4](O)=[O:5].CN(C)C=O.S(Cl)([Cl:20])=O>>[Cl:1][C:2]1[CH:10]=[C:9]([CH3:11])[CH:8]=[C:7]([Cl:12])[C:3]=1[C:4]([Cl:20])=[O:5]. Reported procedure: A solution of 2,6-dichloro-4methylbenzoic acid (7.15 g, 34.9 mmol) in thionyl chloride (133 ml) containing dimethylformamide (1.3 ml) was refluxed 3 hours, evaporated under vacuum, and azeotroped twice with benzene. The residue was triturated with petroleum ether (b.p. 30°-60° C., 200 ml) and filtered. The filtrate was evaporated under vacuum to provide 8.5 g (109% of theory) 2,6-dichloro-4-methylbenzoyl chloride, IR (neat): 1785 cm-1. The crude chloride and chlorobenzene (94 g) were stirred in ... The reactants are Cc1ccccc1, N#N, [Na+], O=C([O-])O, CC(=O)CCCC#N, OCCO. Yields the product CC1(CCCC#N)OCCO1. Reaction SMILES: [CH3:20][c:21]1[cH:22][cH:23][cH:24][cH:25][cH:26]1.[N:1]#[N:2].[Na+:19].[O-:15][C:16]([OH:17])=[O:18].[O:3]=[C:4]([CH2:5][CH2:6][CH2:7][C:8]#[N:9])[CH3:10].[OH:11][CH2:12][CH2:13][OH:14]>>[O:3]1[C:4]([CH2:5][CH2:6][CH2:7][C:8]#[N:9])([CH3:10])[O:11][CH2:12][CH2:13]1. Starting materials: CN(C1=CC=C(C=C1)C(C(C(=O)OCC)=NO)=O)C (Ethyl 3-(4-dimethylaminophenyl)-2-hydroxyimino-3-oxopropionate), [N+](=O)([O-])C1=CC=C(CN)C=C1 (4-nitrobenzylamine). Yields the product CN(C1=CC=C(C=C1)C1=C(N=C(N1)C1=CC=C(C=C1)[N+](=O)[O-])C(=O)OCC)C (ethyl 5-(4-dimethylaminophenyl)-2-(4-nitrophenyl)-imidazole-4-carboxylate). Isolated yield 32.9%. Reaction SMILES: [CH3:1][N:2]([CH3:19])[C:3]1[CH:8]=[CH:7][C:6]([C:9](=O)[C:10](=[N:16]O)[C:11]([O:13][CH2:14][CH3:15])=[O:12])=[CH:5][CH:4]=1.[N+:20]([C:23]1[CH:30]=[CH:29][C:26]([CH2:27][NH2:28])=[CH:25][CH:24]=1)([O-:22])=[O:21]>>[CH3:1][N:2]([CH3:19])[C:3]1[CH:8]=[CH:7][C:6]([C:9]2[NH:28][C:27]([C:26]3[CH:25]=[CH:24][C:23]([N+:20]([O-:22])=[O:21])=[CH:30][CH:29]=3)=[N:16][C:10]=2[C:11]([O:13][CH2:14][CH3:15])=[O:12])=[CH:5][CH:4]=1. Reported procedure: Ethyl 3-(4-dimethylaminophenyl)-2-hydroxyimino-3-oxopropionate (3.8 g) and 4-nitrobenzylamine (2.8 g) were reacted and treated in the same manner as in Starting Material Synthetic Example 1 to give ethyl 5-(4-dimethylaminophenyl)-2-(4-nitrophenyl)-imidazole-4-carboxylate (1.8 g), melting point 240-242° C. Starting materials: BrC1=C(C=CC(=C1)OC)OC (1-bromo-2,5-dimethoxybenzene), Grignard reagent, [Cl-] (chloride), [Mg] (magnesium), CN(C)C(C1C(CCCC1)=O)C1=CC=CC=C1 (2-(dimethylaminophenylmethyl) cyclohexanone), crude base. Run in O1CCCC1 (tetrahydrofuran), O1CCCC1 (tetrahydro-furan), O1CCCC1 (tetrahydrofuran). Conditions: temperature 65 celsius, time 1.5 hour. The product is Cl.COC1=C(C=C(C=C1)OC)C1(C(CCCC1)C(C1=CC=CC=C1)N(C)C)O (1-(2,5-dimethoxy-phenyl)-2-(dimethylaminophenylmethyl)cyclohexanol, hydrochloride). Yield: 84.2%. RXN SMILES: [Mg].Br[C:3]1[CH:8]=[C:7]([O:9][CH3:10])[CH:6]=[CH:5][C:4]=1[O:11][CH3:12].[CH3:13][N:14]([CH:16]([C:24]1[CH:29]=[CH:28][CH:27]=[CH:26][CH:25]=1)[CH:17]1[CH2:22][CH2:21][CH2:20][CH2:19][C:18]1=[O:23])[CH3:15].[Cl-:30]>O1CCCC1>[ClH:30].[CH3:12][O:11][C:4]1[CH:5]=[CH:6][C:7]([O:9][CH3:10])=[CH:8][C:3]=1[C:18]1([OH:23])[CH2:19][CH2:20][CH2:21][CH2:22][CH:17]1[CH:16]([N:14]([CH3:13])[CH3:15])[C:24]1[CH:25]=[CH:26][CH:27]=[CH:28][CH:29]=1 |f:5.6|. Reported procedure: 0.38 g (15.6 mmole) of magnesium turnings was stirred in 15 ml of tetrahydrofuran of analysis purity. 3.39 g (15.6 mmole) of 1-bromo-2,5-dimethoxybenzene dissolved in 15 ml of tetrahydrofuran were added dropwise so that the reaction mixture boiled gently. After completion of the addition the reaction mixture was stirred for a further 1.5 hours at 65° C. 3.0 g (13.0 mmole) of the 2-(dimethylaminophenylmethyl) cyclohexanone prepared according to Example 1 were dissolved in 15 ml of tetrahydro-fura...